From a dataset of the Open Reaction Database (ORD), a public repository of structured organic reaction records. describe an organic reaction: reactants, conditions, products, and yield The reactants are C(C)OC(=O)C1=NNC(=C1)OC1COCCC1=O (ethyl-5-[(4-oxotetrahydro-2H-pyran-3-yl)oxy]-1H-pyrazole-3-carboxylate), CS(=O)(=O)O (methane sulfonic acid). The solvent is C(C)(=O)O (acetic acid), C1(=CC=CC=C1)C (toluene). Yields the product N1=C(C=C2OC3=C(N21)CCOC3)C(=O)OCC (ethyl 7,8-dihydro-5H-pyrano[4,3-d]pyrazolo[5,1-b][1,3]oxazole-2-carboxylate). Isolated yield 50.8%. Reaction SMILES: [CH2:1]([O:3][C:4]([C:6]1[CH:10]=[C:9]([O:11][CH:12]2[C:17](=O)[CH2:16][CH2:15][O:14][CH2:13]2)[NH:8][N:7]=1)=[O:5])[CH3:2].CS(O)(=O)=O>C(O)(=O)C.C1(C)C=CC=CC=1>[N:7]1[N:8]2[C:9]([O:11][C:12]3[CH2:13][O:14][CH2:15][CH2:16][C:17]=32)=[CH:10][C:6]=1[C:4]([O:3][CH2:1][CH3:2])=[O:5]. Reported procedure: A mixture of ethyl-5-[(4-oxotetrahydro-2H-pyran-3-yl)oxy]-1H-pyrazole-3-carboxylate (254 mg, 1 mmol) and methane sulfonic acid (192 mg) in 7 ml of acetic acid and toluene (50 ml) was refluxed for 18 hours using a Dean-Stark trap to remove water. The reaction mixture was allowed to cool to room temperature. The reaction mixture was filtered. The filtrate was concentrated to an oil. The residue was dissolved in ethyl acetate aqueous bicarbonate solution. The organic layer was washed with water and... Starting materials: CO, CCOC(C)=O, [Cl-], O=[N+]([O-])c1ccc(Oc2ccnc3cc(-c4ccc(OCCCCl)c(OCCCCl)c4)sc23)c(F)c1, [Fe], [NH4+], O. Yields the product Nc1ccc(Oc2ccnc3cc(-c4ccc(OCCCCl)c(OCCCCl)c4)sc23)c(F)c1. Reaction SMILES: [CH3:39][OH:40].[CH3:42][CH2:43][O:44][C:45](=[O:46])[CH3:47].[Cl-:37].[Cl:1][CH2:2][CH2:3][CH2:4][O:5][c:6]1[cH:7][c:8](-[c:17]2[cH:18][c:19]3[n:20][cH:21][cH:22][c:23]([O:26][c:27]4[c:28]([F:36])[cH:29][c:30]([N+:33]([O-:34])=[O:35])[cH:31][cH:32]4)[c:24]3[s:25]2)[cH:9][cH:10][c:11]1[O:12][CH2:13][CH2:14][CH2:15][Cl:16].[Fe:48].[NH4+:38].[OH2:41]>>[Cl:1][CH2:2][CH2:3][CH2:4][O:5][c:6]1[cH:7][c:8](-[c:17]2[cH:18][c:19]3[n:20][cH:21][cH:22][c:23]([O:26][c:27]4[c:28]([F:36])[cH:29][c:30]([NH2:33])[cH:31][cH:32]4)[c:24]3[s:25]2)[cH:9][cH:10][c:11]1[O:12][CH2:13][CH2:14][CH2:15][Cl:16]. Reaction SMILES: [CH3:33][OH:34].[CH:1]1([CH:5]([c:6]2[cH:7][c:8]([F:12])[cH:9][cH:10][cH:11]2)[NH:13][C:14](=[O:15])[c:16]2[c:17]([CH3:32])[n:18](-[c:26]3[cH:27][cH:28][cH:29][cH:30][cH:31]3)[c:19](=[O:25])[c:20]([C:23]#[CH:24])[c:21]2[CH3:22])[CH2:2][CH2:3][CH2:4]1>>[CH:1]1([CH:5]([c:6]2[cH:7][c:8]([F:12])[cH:9][cH:10][cH:11]2)[NH:13][C:14](=[O:15])[c:16]2[c:17]([CH3:32])[n:18](-[c:26]3[cH:27][cH:28][cH:29][cH:30][cH:31]3)[c:19](=[O:25])[c:20]([CH2:23][CH3:24])[c:21]2[CH3:22])[CH2:2][CH2:3][CH2:4]1. The product is CCc1c(C)c(C(=O)NC(c2cccc(F)c2)C2CCC2)c(C)n(-c2ccccc2)c1=O. Reactants: CO, C#Cc1c(C)c(C(=O)NC(c2cccc(F)c2)C2CCC2)c(C)n(-c2ccccc2)c1=O. The reactants are B.CSC (borane dimethylsulfide), IC1=C(C=CC=C1)CC(=O)NC1=C(C=CC=C1)I (2-iodo-N-(2-iodophenyl)benzeneacetamide), O (water). The solvent is O1CCCC1 (tetrahydrofuran), O1CCCC1.ClCCl (tetrahydrofuran dichloromethane). Conditions: time 1 hour. The product is IC1=C(C=CC=C1)CCNC1=C(C=CC=C1)I (2-Iodo-N-(2-iodophenyl)benzeneethanamine). The yield is 89.1%. Reaction SMILES: [I:1][C:2]1[CH:7]=[CH:6][CH:5]=[CH:4][C:3]=1[CH2:8][C:9]([NH:11][C:12]1[CH:17]=[CH:16][CH:15]=[CH:14][C:13]=1[I:18])=O.B.CSC.O>O1CCCC1.ClCCl.O1CCCC1>[I:1][C:2]1[CH:7]=[CH:6][CH:5]=[CH:4][C:3]=1[CH2:8][CH2:9][NH:11][C:12]1[CH:17]=[CH:16][CH:15]=[CH:14][C:13]=1[I:18] |f:1.2,4.5|. Procedure details: To a suspension of 1.39 g (3 mmol) of 2-iodo-N-(2-iodophenyl)benzeneacetamide in 30 ml of tetrahydrofuran-dichloromethane (1:1) is added 3.75 ml of 2.0 molar borane-dimethylsulfide in tetrahydrofuran. The solution is stirred 1 hr at room temperature and then refluxed for 16 hours. The mixture is cooled and water slowly added dropwise until gas evolution ceases. The volatiles are removed under vacuum and the aqueous residue made alkaline with 2N sodium hydroxide. The mixture is extracted with eth...